From a dataset of the Open Reaction Database (ORD), a public repository of structured organic reaction records. describe an organic reaction: reactants, conditions, products, and yield Starting materials: CO, COC(=O)Cc1ccc(C#N)cc1, [NH4+], [OH-], [OH-], [OH-], [Pd+2]. The product is COC(=O)Cc1ccc(CN)cc1. Reaction SMILES: [CH3:17][OH:18].[CH3:1][O:2][C:3]([CH2:4][c:5]1[cH:6][cH:7][c:8]([C:11]#[N:12])[cH:9][cH:10]1)=[O:13].[NH4+:20].[OH-:14].[OH-:16].[OH-:19].[Pd+2:15]>>[CH3:1][O:2][C:3]([CH2:4][c:5]1[cH:6][cH:7][c:8]([CH2:11][NH2:12])[cH:9][cH:10]1)=[O:13]. Starting materials: Cn1ccnc1, C=C(C)c1ccc(C(C)=O)cc1, Cc1ccccc1, CCOC(=O)C=[N+]=[N-]. The product is CCOC(=O)C1CC1(C)c1ccc(C(C)=O)cc1. RXN SMILES: [CH3:13][n:14]1[cH:15][cH:16][n:17][cH:18]1.[CH3:1][C:2](=[CH2:3])[c:4]1[cH:5][cH:6][c:7]([C:10]([CH3:11])=[O:12])[cH:8][cH:9]1.[CH3:27][c:28]1[cH:29][cH:30][cH:31][cH:32][cH:33]1.[N+:19](=[N-:20])=[CH:21][C:22](=[O:23])[O:24][CH2:25][CH3:26]>>[CH2:1]1[C:2]([CH3:3])([c:4]2[cH:5][cH:6][c:7]([C:10]([CH3:11])=[O:12])[cH:8][cH:9]2)[CH:21]1[C:22](=[O:23])[O:24][CH2:25][CH3:26]. Starting materials: C1CCCCC1 (cyclohexane), C1(=CC=CC=C1)CC=O (phenylacetaldehyde), C1(=CC=C(C=C1)S(=O)(=O)O)C (para-toluenesulfonic acid), C(C(C)S)S (1,2-propanedithiol). Solvent: O (water). Reaction conditions: time 30 minute. Yields the product C(C1=CC=CC=C1)C1SCC(S1)C (2-BENZYL-4-METHYL-1,3-DITHIOLANE). Reaction SMILES: C1CCCCC1.C1(C)C=CC(S(O)(=O)=O)=CC=1.[CH2:18]([SH:22])[CH:19]([SH:21])[CH3:20].[C:23]1([CH2:29][CH:30]=O)[CH:28]=[CH:27][CH:26]=[CH:25][CH:24]=1>O>[CH2:29]([CH:30]1[S:21][CH:19]([CH3:20])[CH2:18][S:22]1)[C:23]1[CH:28]=[CH:27][CH:26]=[CH:25][CH:24]=1. Procedure: Into a 100 cc reaction flask equipped with reflux condenser, magnetic stirring bar and thermometer and hot plate equipped with magnetic stirring apparatus is placed 5 ml cyclohexane, 0.2 grams of para-toluenesulfonic acid and 5.4 grams (0.05 moles) of 1,2-propanedithiol. With stirring, over a period of 30 minutes, 6 grams (0.05 moles) of phenylacetaldehyde is added to the reaction mass. The reaction mass is then heated to reflux and refluxed for a period of 8 hours. During the refluxing period, ... The reactants are NC1=CC(=C(C=C1)N1C(OCCCC1)=O)C (3-(4-amino-2-methyl-phenyl)-[1,3]oxazepan-2-one), [N+](=O)([O-])C(CC(=O)OC)=C (methyl 3-nitro-but-3-enoate), C(=O)(C(F)(F)F)O (TFA). Solvent: CN(C)C=O (DMF). Run at time 50 minute. The product is CC1=C(C=CC(=C1)N1C(CC(C1)[N+](=O)[O-])=O)N1C(OCCCC1)=O (3-[2-methyl-4-(4-nitro-2-oxo-pyrrolidin-1-yl)-phenyl]-[1,3]oxazepan-2-one). Reaction SMILES: [NH2:1][C:2]1[CH:7]=[CH:6][C:5]([N:8]2[CH2:14][CH2:13][CH2:12][CH2:11][O:10][C:9]2=[O:15])=[C:4]([CH3:16])[CH:3]=1.[N+:17]([C:20](=[CH2:26])[CH2:21][C:22](OC)=[O:23])([O-:19])=[O:18].C(O)(C(F)(F)F)=O>CN(C=O)C>[CH3:16][C:4]1[CH:3]=[C:2]([N:1]2[CH2:26][CH:20]([N+:17]([O-:19])=[O:18])[CH2:21][C:22]2=[O:23])[CH:7]=[CH:6][C:5]=1[N:8]1[CH2:14][CH2:13][CH2:12][CH2:11][O:10][C:9]1=[O:15]. Procedure details: 1.52 g (6.89 mmol) 3-(4-amino-2-methyl-phenyl)-[1,3]oxazepan-2-one and 1.0 g (6.89 mmol) methyl 3-nitro-but-3-enoate (prepared analogously to M. Mühlstädt, B. Schulze J. Prakt. Chem. 1971, 313(4), 745-753) are melted together at 130° C. for 50 minutes. The mixture is allowed to cool and dissolved in DMF. The solution is acidified with TFA and purified by chromatography using reversed phase HPLC. Solvent: ClCCl (dichloromethane), ClCCl (dichloromethane). Yields the product CC1=NC(=NC(=C1)C)NC(=O)NS(=O)(=O)C1CC2C=CC1O2 (N-[(4,6-dimethylpyrimidin-2-yl)aminocarbonyl]-7-oxabicyclo[2.2.1]hept-2-en-6-ylsulfonamide). Reaction SMILES: [NH2:1][C:2]1[N:7]=[C:6]([CH3:8])[CH:5]=[C:4]([CH3:9])[N:3]=1.[CH:10]12[O:22][CH:13]([CH2:14][CH:15]1[S:16]([N:19]=[C:20]=[O:21])(=[O:18])=[O:17])[CH:12]=[CH:11]2.CCCCCC>ClCCl>[CH3:9][C:4]1[CH:5]=[C:6]([CH3:8])[N:7]=[C:2]([NH:1][C:20]([NH:19][S:16]([CH:15]2[CH:10]3[O:22][CH:13]([CH:12]=[CH:11]3)[CH2:14]2)(=[O:17])=[O:18])=[O:21])[N:3]=1. Conditions: temperature 0 celsius. Starting materials: C12C=CC(CC1S(=O)(=O)N=C=O)O2 (7-oxabicyclo[2.2.1]hept-2-en-6-ylsulfonyl isocyanate), NC1=NC(=CC(=N1)C)C (2-amino-4,6-dimethylpyrimidine), CCCCCC (n-hexane). Procedure details: 30.7 g (0.25 mole) of 2-amino-4,6-dimethylpyrimidine were dissolved in 350 ml of dichloromethane and a solution of 52 g (0.26 mole) of 7-oxabicyclo[2.2.1]hept-2-en-6-ylsulfonyl isocyanate (Diels-Alder adduct of vinylsulfonyl isocyanate and furan) in 100 ml of dichloromethane was added at 0° C. with stirring. The mixture was stirred a further 12 hours at room temperature, cooled to 0° C. and n-hexane was added. The precipitated reaction product was filtered off with suction, washed with n-hexane ... The yield is 90.8%.